This data is from the Open Reaction Database (ORD), a public repository of structured organic reaction records. The task is: describe an organic reaction: reactants, conditions, products, and yield Starting materials: C(CCC)OC(=O)N1CCC(CC1)COC1=CC=C(C=C1)C1=NOC(C1)N(CCC(=O)OC)S(=O)(=O)CCCC (methyl 3-(3-[4-{(butyloxycarbonylpiperidin-4-yl)methoxy)phenyl]isoxazolin-5-yl{[butanesulfonyl]amino})propionate), [Li+].[OH-] (LiOH). The solvent is C1CCOC1 (THF). Product: C(CCC)OC(=O)N1CCC(CC1)COC1=CC=C(C=C1)C1=NOC(C1)N(CCC(=O)O)S(=O)(=O)CCCC (3-(3-[4-{(Butyloxycarbonylpiperidin-4-yl)methoxy}phenyl]isoxazolin-5-yl{[butanesulfonyl]amino})-propionic Acid). Isolated yield 39.0%. Reaction SMILES: [CH2:1]([O:5][C:6]([N:8]1[CH2:13][CH2:12][CH:11]([CH2:14][O:15][C:16]2[CH:21]=[CH:20][C:19]([C:22]3[CH2:26][CH:25]([N:27]([S:34]([CH2:37][CH2:38][CH2:39][CH3:40])(=[O:36])=[O:35])[CH2:28][CH2:29][C:30]([O:32]C)=[O:31])[O:24][N:23]=3)=[CH:18][CH:17]=2)[CH2:10][CH2:9]1)=[O:7])[CH2:2][CH2:3][CH3:4].[Li+].[OH-]>C1COCC1>[CH2:1]([O:5][C:6]([N:8]1[CH2:13][CH2:12][CH:11]([CH2:14][O:15][C:16]2[CH:21]=[CH:20][C:19]([C:22]3[CH2:26][CH:25]([N:27]([S:34]([CH2:37][CH2:38][CH2:39][CH3:40])(=[O:36])=[O:35])[CH2:28][CH2:29][C:30]([OH:32])=[O:31])[O:24][N:23]=3)=[CH:18][CH:17]=2)[CH2:10][CH2:9]1)=[O:7])[CH2:2][CH2:3][CH3:4] |f:1.2|. Reported procedure: A solution of methyl 3-(3-[4-{(butyloxycarbonylpiperidin-4-yl)methoxy)phenyl]isoxazolin-5-yl{[butanesulfonyl]amino})propionate more polar diastereomer (200 mg, 0.344 mmol) in THF (1 mL) was saponified using 0.5M LiOH (1 mL, 0.5 mmol) over 4 hours as per Example 1, Part F. The crude carboxylic acid was crystallized from EtOAc/hexanes, affording 77 mg (39%) of the desired material; mp: 137.3°-139.0° C.; 1H NMR (300 MHz, CDCl3) δ 7.55 (d, J=8.8 Hz, 2H), 6.87 (d, J=8.8 Hz, 2H), 5.45 (d, J=9.5 Hz, 1H... Starting materials: CCCc1cc2ccc(C(=O)OC)cc2[nH]1, COCC(=O)Cl, ClCCl, Cl[Sn](Cl)(Cl)Cl. Product: CCCc1[nH]c2cc(C(=O)OC)ccc2c1C(=O)COC. RXN SMILES: [CH2:1]([CH2:2][CH3:3])[c:4]1[nH:5][c:6]2[cH:7][c:8]([C:13](=[O:14])[O:15][CH3:16])[cH:9][cH:10][c:11]2[cH:12]1.[CH3:22][O:23][CH2:24][C:25](=[O:26])[Cl:27].[Cl:28][CH2:29][Cl:30].[Sn:17]([Cl:18])([Cl:19])([Cl:20])[Cl:21]>>[CH2:1]([CH2:2][CH3:3])[c:4]1[nH:5][c:6]2[cH:7][c:8]([C:13](=[O:14])[O:15][CH3:16])[cH:9][cH:10][c:11]2[c:12]1[C:25]([CH2:24][O:23][CH3:22])=[O:26]. Reported procedure: 4-Hydroxypiperidine (3 g, 30 mmol), acetone (60 ml, 20 vol), 5M NaOH solution (7.2 ml) and 1-bromo-3-chloropropane (14.2 g, 90 mmol, 3 eq.) were reacted together according to general procedure A to give the title compound (1.5 g, 28%) as a pale yellow oil. The solvent is CC(=O)C (acetone). Isolated yield 28.1%. The reactants are OC1CCNCC1 (4-Hydroxypiperidine), [OH-].[Na+] (NaOH), BrCCCCl (1-bromo-3-chloropropane). Yields the product ClCCCN1CCC(CC1)O (1-(3-Chloro-propyl)-piperidin-4-ol). RXN SMILES: [OH:1][CH:2]1[CH2:7][CH2:6][NH:5][CH2:4][CH2:3]1.[OH-].[Na+].Br[CH2:11][CH2:12][CH2:13][Cl:14]>CC(C)=O>[Cl:14][CH2:13][CH2:12][CH2:11][N:5]1[CH2:6][CH2:7][CH:2]([OH:1])[CH2:3][CH2:4]1 |f:1.2|. Reactants: N1(CCOCC1)CCNC(=O)C=1NC(=C(C1)C)C=C1C(NC=2N=CN=C(C21)Cl)=O (5-(4-chloro-6-oxo-6,7-dihydro-pyrrolo[2,3-d]pyrimidin-5-ylidenemethyl)-4-methyl-1H-pyrrole-2-carboxylic acid (2-morpholin-4-yl-ethyl)-amide), C(#C)C=1C=C(N)C=CC1 (3-ethynylaniline), Cl (HCl). Product: N1(CCOCC1)CCNC(=O)C=1NC(=C(C1)C)C=C1C(NC=2N=CN=C(C21)NC2=CC(=CC=C2)C#C)=O (5-[4-(3-Ethynyl-phenylamino)-6-oxo-6,7-dihydro-pyrrolo[2,3-D]pyrimidin-5-ylidenemethyl]-4-methyl-1H-pyrrole-2-carboxylic Acid (2-Morpholin-4-yl-ethyl)-amide). Isolated yield 15.0%. Reaction SMILES: [N:1]1([CH2:7][CH2:8][NH:9][C:10]([C:12]2[NH:13][C:14]([CH:18]=[C:19]3[C:27]4[C:26](Cl)=[N:25][CH:24]=[N:23][C:22]=4[NH:21][C:20]3=[O:29])=[C:15]([CH3:17])[CH:16]=2)=[O:11])[CH2:6][CH2:5][O:4][CH2:3][CH2:2]1.[C:30]([C:32]1[CH:33]=[C:34]([CH:36]=[CH:37][CH:38]=1)[NH2:35])#[CH:31].Cl>>[N:1]1([CH2:7][CH2:8][NH:9][C:10]([C:12]2[NH:13][C:14]([CH:18]=[C:19]3[C:27]4[C:26]([NH:35][C:34]5[CH:36]=[CH:37][CH:38]=[C:32]([C:30]#[CH:31])[CH:33]=5)=[N:25][CH:24]=[N:23][C:22]=4[NH:21][C:20]3=[O:29])=[C:15]([CH3:17])[CH:16]=2)=[O:11])[CH2:6][CH2:5][O:4][CH2:3][CH2:2]1. Procedure details: The title compound (15% yield) was prepared from 5-(4-chloro-6-oxo-6,7-dihydro-pyrrolo[2,3-d]pyrimidin-5-ylidenemethyl)-4-methyl-1H-pyrrole-2-carboxylic acid (2-morpholin-4-yl-ethyl)-amide and 3-ethynylaniline according to the procedure described for Example 12 without the conversion to HCl salt. MS 498.2 [M++1]. Starting materials: O=C([O-])O, CCOC(C)=O, [Na+], [Na+], O=c1cnc2ccc(-n3cncn3)nc2n1CC1OCCO1, [OH-], O, O=C(O)C(F)(F)F. Yields the product O=CCn1c(=O)cnc2ccc(-n3cncn3)nc21. RXN SMILES: [C:30](=[O:31])([O-:32])[OH:33].[CH3:37][CH2:38][O:39][C:40](=[O:41])[CH3:42].[Na+:34].[Na+:36].[O:1]1[CH:2]([CH2:6][n:7]2[c:8]3[c:9]([n:10][cH:11][c:12]2=[O:13])[cH:14][cH:15][c:16](-[n:18]2[n:19][cH:20][n:21][cH:22]2)[n:17]3)[O:5][CH2:4][CH2:3]1.[OH-:35].[OH2:43].[OH:23][C:24]([C:25]([F:26])([F:27])[F:28])=[O:29]>>[O:1]=[CH:2][CH2:6][n:7]1[c:8]2[c:9]([n:10][cH:11][c:12]1=[O:13])[cH:14][cH:15][c:16](-[n:18]1[n:19][cH:20][n:21][cH:22]1)[n:17]2. Starting materials: CC(C)(C)c1cc(N)n(-c2ccc(F)cc2)n1, O=C(Cl)c1cccc2cc(Oc3cc(Cl)ncn3)ccc12, ClCCl, c1ccncc1. The product is CC(C)(C)c1cc(NC(=O)c2cccc3cc(Oc4cc(Cl)ncn4)ccc23)n(-c2ccc(F)cc2)n1. Reaction SMILES: [C:1]([CH3:2])([CH3:3])([CH3:4])[c:5]1[cH:6][c:7]([NH2:17])[n:8](-[c:10]2[cH:11][cH:12][c:13]([F:16])[cH:14][cH:15]2)[n:9]1.[Cl:18][c:19]1[cH:20][c:21]([O:25][c:26]2[cH:27][c:28]3[cH:29][cH:30][cH:31][c:32]([C:36](=[O:37])[Cl:38])[c:33]3[cH:34][cH:35]2)[n:22][cH:23][n:24]1.[Cl:45][CH2:46][Cl:47].[cH:39]1[cH:40][cH:41][n:42][cH:43][cH:44]1>>[C:1]([CH3:2])([CH3:3])([CH3:4])[c:5]1[cH:6][c:7]([NH:17][C:36]([c:32]2[cH:31][cH:30][cH:29][c:28]3[cH:27][c:26]([O:25][c:21]4[cH:20][c:19]([Cl:18])[n:24][cH:23][n:22]4)[cH:35][cH:34][c:33]32)=[O:37])[n:8](-[c:10]2[cH:11][cH:12][c:13]([F:16])[cH:14][cH:15]2)[n:9]1.